describe an organic reaction: reactants, conditions, products, and yield From a dataset of the Open Reaction Database (ORD), a public repository of structured organic reaction records. As a reaction SMILES: [NH2:1][C:2]1[N:3]=[C:4]([NH2:17])[C:5]2[C:11]([CH2:12][CH2:13][CH3:14])=[C:10]([CH:15]=[O:16])[CH:9]=[N:8][C:6]=2[N:7]=1.CO.[BH4-].[Na+].O>CC(O)=O>[NH2:1][C:2]1[N:3]=[C:4]([NH2:17])[C:5]2[C:11]([CH2:12][CH2:13][CH3:14])=[C:10]([CH2:15][OH:16])[CH:9]=[N:8][C:6]=2[N:7]=1 |f:2.3|. The reactants are [BH4-].[Na+] (NaBH4), NC=1N=C(C2=C(N1)N=CC(=C2CCC)C=O)N (2,4-Diamino-5-propylpyrido [2,3-d]pyrimidine-6-carboxaldehyde), CO (MeOH), O (H2O), [BH4-].[Na+] (NaBH4). Product: NC=1N=C(C2=C(N1)N=CC(=C2CCC)CO)N (2,4-Diamino-5-propylpyrido[2,3-d]pyrimidine-6-methanol). Solvent: CC(=O)O (AcOH). The yield is 83.6%. Conditions: time 1 hour. Procedure: 2,4-Diamino-5-propylpyrido [2,3-d]pyrimidine-6-carboxaldehyde (95 mg, 0.41 mmol) was stirred with MeOH (20 mL), and the near-solution was treated with 3 portions of NaBH4 (17 mg total, 0.45 mmol) added at 15-min intervals. Complete solution occurred after the first addition of NaBH4. The solution was left at 20°-25° C. for 1 hour. The solution was treated with H2O (1 mL), neutralized to pH 7 with glacial AcOH, and evaporated to near dryness. Solid residue was stirred with a little cold H2O (~1 m... Starting materials: CC[C@@]1(C2=C(COC1=O)C(=O)N3CC=4C=C5C(C=CC(=C5CN(C)C)O)=NC4C3=C2)O (Topotecan), CCC1=C2C=C(C=CC2=NC3=C1CN4C3=CC5=C(C4=O)COC(=O)[C@@]5(CC)O)OC(=O)N6CCC(CC6)N7CCCCC7 (Irinotecan). The product is CC[C@@]1(C2=C(COC1=O)C(=O)N3CC=4C=C5C=CC=CC5=NC4C3=C2)O (Camptothecin). Reaction SMILES: [CH3:1][CH2:2][C@@:3]1([OH:31])[C:8](=[O:9])[O:7][CH2:6][C:5]2[C:10]([N:12]3[C:29](=[CH:30][C:4]1=2)[C:28]1[N:27]=[C:17]2[CH:18]=[CH:19][C:20](O)=[C:21](CN(C)C)[C:16]2=[CH:15][C:14]=1[CH2:13]3)=[O:11].CCC1C2CN3C(=O)C4COC([C@](O)(CC)C=4C=C3C=2N=C2C=1C=C(OC(N1CCC(N3CCCCC3)CC1)=O)C=C2)=O>>[CH3:1][CH2:2][C@@:3]1([OH:31])[C:8](=[O:9])[O:7][CH2:6][C:5]2[C:10]([N:12]3[C:29](=[CH:30][C:4]1=2)[C:28]1[N:27]=[C:17]2[C:16]([CH:21]=[CH:20][CH:19]=[CH:18]2)=[CH:15][C:14]=1[CH2:13]3)=[O:11]. Procedure details: R1a=R1b=R2=H; Topotecan: R1a=—CH2NMe2, R1b=OH, and R2=H; Irinotecan: R1a=H, R1b= The reactants are CC=1NC(C=2NC=NC2N1)=O (2-Methylhypoxanthine), P12(=S)SP3(=S)SP(=S)(S1)SP(=S)(S2)S3 (P2S5). Run in N1=CC=CC=C1 (pyridine). The product is CC1=NC(=C2NC=NC2=N1)S (2-Methyl-6-mercaptopurine). Yield: 53.9%. As a reaction SMILES: [CH3:1][C:2]1[NH:3][C:4](=O)[C:5]2[NH:6][CH:7]=[N:8][C:9]=2[N:10]=1.P12(SP3(SP(SP(S3)(S1)=S)(=S)S2)=S)=[S:13]>N1C=CC=CC=1>[CH3:1][C:2]1[N:10]=[C:9]2[C:5]([NH:6][CH:7]=[N:8]2)=[C:4]([SH:13])[N:3]=1. Reported procedure: To 2-Methylhypoxanthine (1.3 g, 8.6 mmol) and P2S5 (5 g) was added pyridine (50 mL). The mixture was refluxed for 4 h. The pyridine was distilled away and NaOH (50 mL) was added to the residue. A brown precipitate was filtered away. The precipitate was dried in a vacuum oven at 80° C. for 24 h to give the desired product (.77 g, 46.3%) as a light brown solid. mp>300° C. DCI/MC (M+1)=167. (300 MHz) 1H-nmr (DMSO-d6)δ: 8.3 (s, 1H), 2.45 (s, 3H). Reactants: ClC=1C=CC2=C(SC(=C2)S(=O)(=O)N2CC(N(CC2)CC=2SC3=C(N2)C(CCC3)=O)=O)C1 (2-[4-(6-Chloro-benzo[b]thiophene-2-sulfonyl)-2-oxo-piperazin-1-ylmethyl]-6,7-dihydro-5H-benzothiazol-4-one), CCO (EtOH), Cl.NO (hydroxylamine hydrochloride), C(C)(=O)[O-].[Na+] (sodium acetate). The solvent is C(Cl)Cl (CH2Cl2). Reaction conditions: time 3.5 hour. Product: ClC=1C=CC2=C(SC(=C2)S(=O)(=O)N2CC(N(CC2)CC=2SC3=C(N2)C(CCC3)=NO)=O)C1 (2-[4-(6-chloro-benzo[b]thiophene-2-sulfonyl)-2-oxo-piperazin-1-ylmethyl]-6,7-dihydro-5H-benzothiazol-4-one oxime). As a reaction SMILES: [Cl:1][C:2]1[CH:3]=[CH:4][C:5]2[CH:9]=[C:8]([S:10]([N:13]3[CH2:18][CH2:17][N:16]([CH2:19][C:20]4[S:21][C:22]5[CH2:28][CH2:27][CH2:26][C:25](=O)[C:23]=5[N:24]=4)[C:15](=[O:30])[CH2:14]3)(=[O:12])=[O:11])[S:7][C:6]=2[CH:31]=1.Cl.[NH2:33][OH:34].C([O-])(=O)C.[Na+].CCO>C(Cl)Cl>[Cl:1][C:2]1[CH:3]=[CH:4][C:5]2[CH:9]=[C:8]([S:10]([N:13]3[CH2:18][CH2:17][N:16]([CH2:19][C:20]4[S:21][C:22]5[CH2:28][CH2:27][CH2:26][C:25](=[N:33][OH:34])[C:23]=5[N:24]=4)[C:15](=[O:30])[CH2:14]3)(=[O:12])=[O:11])[S:7][C:6]=2[CH:31]=1 |f:1.2,3.4|. Procedure: 2-[4-(6-Chloro-benzo[b]thiophene-2-sulfonyl)-2-oxo-piperazin-1-ylmethyl]-6,7-dihydro-5H-benzothiazol-4-one (24 mg, 0.05 mmol), hydroxylamine hydrochloride (20 mg, 0.3 mmol), sodium acetate (20 mg, 0.3 mmol) and EtOH (2 mL) are combined and stirred 3.5 h. The reaction is diluted with CH2Cl2 and washed with NH4Cl, NaHCO3 and concentrated to provide 2-[4-(6-chloro-benzo[b]thiophene-2-sulfonyl)-2-oxo-piperazin-1-ylmethyl]-6,7-dihydro-5H-benzothiazol-4-one oxime. 1H NMR (300 MHz, DMSO-d6) δ 10.92 (s,... Reactants: ClC1=CC2=C(OC(C2)CN)C2=CC=CC=C12 ((±)-(5-chloro-2,3-dihydronaphtho[1,2-b]furan-2-yl)methylamine), CC1=CC=C(C=C1)S(=O)(=O)OC (methyl 4-methylbenzenesulfonate), C(C)(C)N(CC)C(C)C (diisopropylethylamine), ClC(=O)OC (methyl chloroformate). The product is ClC1=CC2=C(OC(C2)CNC(OC)=O)C2=CC=CC=C12 ((±)-methyl (5-chloro-2,3-dihydronaphtho[1,2-b]furan-2-yl)methylcarbamate). Isolated yield 92.6%. RXN SMILES: [Cl:1][C:2]1[C:16]2[C:11](=[CH:12][CH:13]=[CH:14][CH:15]=2)[C:5]2[O:6][CH:7]([CH2:9][NH2:10])[CH2:8][C:4]=2[CH:3]=1.C(N(C(C)C)CC)(C)C.Cl[C:27]([O:29][CH3:30])=[O:28].CC1C=CC(S(OC)(=O)=O)=CC=1>>[Cl:1][C:2]1[C:16]2[C:11](=[CH:12][CH:13]=[CH:14][CH:15]=2)[C:5]2[O:6][CH:7]([CH2:9][NH:10][C:27](=[O:28])[O:29][CH3:30])[CH2:8][C:4]=2[CH:3]=1. Procedure: Treatment of (±)-(5-chloro-2,3-dihydronaphtho[1,2-b]furan-2-yl)methylamine (2.60 g, 9.62 mmol) with diisopropylethylamine (3.73 g, 28.85 mmol) and methyl chloroformate (1.36 g, 9.62 mmol) generally according to the procedure described for Intermediate 7 afforded 2.60 g (93%) of (±)-methyl (5-chloro-2,3-dihydronaphtho[1,2-b]furan-2-yl)methylcarbamate as a white solid. mp 128-130° C.; Anal. calcd. for C15H14ClNO3: C, 61.76; H, 4.84; N, 4.80. Found: C, 61.43; H, 4.87; N, 4.68. Starting materials: CCCC[N+](CCCC)(CCCC)CCCC, CN(C)C=O, CCc1ccc(O)cc1, ClCCc1c[nH]cn1, Cl, [H-], [I-], [Na+]. Yields the product CCc1ccc(OCCc2c[nH]cn2)cc1. Reaction SMILES: [CH2:27]([N+:28]([CH2:29][CH2:30][CH2:31][CH3:32])([CH2:33][CH2:34][CH2:35][CH3:36])[CH2:37][CH2:38][CH2:39][CH3:40])[CH2:41][CH2:42][CH3:43].[CH3:21][N:22]([CH3:23])[CH:24]=[O:25].[CH3:3][CH2:4][c:5]1[cH:6][cH:7][c:8]([OH:9])[cH:10][cH:11]1.[Cl:13][CH2:14][CH2:15][c:16]1[n:17][cH:18][nH:19][cH:20]1.[ClH:12].[H-:1].[I-:26].[Na+:2]>>[CH3:3][CH2:4][c:5]1[cH:6][cH:7][c:8]([O:9][CH2:14][CH2:15][c:16]2[n:17][cH:18][nH:19][cH:20]2)[cH:10][cH:11]1.